From a dataset of the Open Reaction Database (ORD), a public repository of structured organic reaction records. describe an organic reaction: reactants, conditions, products, and yield Reactants: ClC=1N=C2N(C(C1)=O)CC[C@H](N2CC2=NN(C1=CC=CC=C21)C)C(F)(F)F ((8S)-2-chloro-9-(1-methyl-1H-indazol-3-ylmethyl)-8-trifluoromethyl-6,7,8,9-tetrahydropyrimido[1,2-a]pyrimidin-4-one), Cl.[C@@H]12OC[C@@H](NC1)C2 ((1S,4S)-2-oxa-5-azabicyclo[2.2.1]heptane hydrochloride). Product: CN1N=C(C2=CC=CC=C12)CN1[C@@H](CCN2C1=NC(=CC2=O)N2[C@@H]1CO[C@H](C2)C1)C(F)(F)F ((8S)-9-(1-methyl-1H-indazol-3-ylmethyl)-2-(1S,4S)-2-oxa-5-azabicyclo[2.2.1]hept-5-yl-8-trifluoromethyl-6,7,8,9-tetrahydropyrimido[1,2-a]pyrimidin-4-one). RXN SMILES: Cl[C:2]1[N:3]=[C:4]2[N:12]([CH2:13][C:14]3[C:22]4[C:17](=[CH:18][CH:19]=[CH:20][CH:21]=4)[N:16]([CH3:23])[N:15]=3)[C@H:11]([C:24]([F:27])([F:26])[F:25])[CH2:10][CH2:9][N:5]2[C:6](=[O:8])[CH:7]=1.Cl.[C@H:29]12[CH2:35][C@H:32]([NH:33][CH2:34]1)[CH2:31][O:30]2>>[CH3:23][N:16]1[C:17]2[C:22](=[CH:21][CH:20]=[CH:19][CH:18]=2)[C:14]([CH2:13][N:12]2[C:4]3=[N:3][C:2]([N:33]4[CH2:34][C@@H:29]5[CH2:35][C@H:32]4[CH2:31][O:30]5)=[CH:7][C:6](=[O:8])[N:5]3[CH2:9][CH2:10][C@H:11]2[C:24]([F:25])([F:27])[F:26])=[N:15]1 |f:1.2|. Procedure: 250 mg (0.63 mmol) of (8S)-2-chloro-9-(1-methyl-1H-indazol-3-ylmethyl)-8-trifluoromethyl-6,7,8,9-tetrahydropyrimido[1,2-a]pyrimidin-4-one and 102.26 mg (0.75 mmol) of (1S,4S)-2-oxa-5-azabicyclo[2.2.1]heptane hydrochloride were used in the reaction. After purification by chromatography on silica gel (eluent: 60/40 DCM/MeOH), 230 mg of (8S)-9-(1-methyl-1H-indazol-3-ylmethyl)-2-(1S,4S)-2-oxa-5-azabicyclo[2.2.1]hept-5-yl-8-trifluoromethyl-6,7,8,9-tetrahydropyrimido[1,2-a]pyrimidin-4-one are obtained... Reactants: ClCCl (dichloromethane), C=1(C(=CC=CC1)S(=O)(=O)N)C (toluenesulphonamide), C1(=CC=CC=C1)C (toluene), [OH-].[Na+] (sodium hydroxide), O (water). The reagents and catalysts are S(=O)(=O)(O)[O-].C(CCC)[N+](CCCC)(CCCC)CCCC (tetrabutylammonium hydrogensulphate). Run at temperature 40 celsius. Yields the product C1(=CC=C(C=C1)S(=O)(=O)N1C=CCC1)C (1-(Toluene-4-sulphonyl)-pyrroline). As a reaction SMILES: [C:1]1(C)[C:2]([S:7]([NH2:10])(=[O:9])=[O:8])=[CH:3][CH:4]=[CH:5][CH:6]=1.[OH-].[Na+].O.Cl[CH2:16]Cl.[C:18]1(C)[CH:23]=CC=[CH:20][CH:19]=1>S([O-])(O)(=O)=O.C([N+](CCCC)(CCCC)CCCC)CCC>[C:5]1([CH3:16])[CH:6]=[CH:1][C:2]([S:7]([N:10]2[CH2:20][CH2:19][CH:18]=[CH:23]2)(=[O:8])=[O:9])=[CH:3][CH:4]=1 |f:1.2,6.7|. Reported procedure: 1.37 kg (8.0 mol) of toluenesulphonamide in 6 l of toluene are introduced into a further 20 l HC4 vessel having a distillation bridge. The mixture is treated with 3.2 kg of 45% strength sodium hydroxide solution, 0.8 l of water and 130.5 g of tetrabutylammonium hydrogensulphate, heated to a maximum internal temperature of 40° C. and vacuum is applied. The previously obtained dichloromethane solution (15.21) is then added dropwise in the course of 1.5 hours and the dichloromethane is removed by d... Reactants: B(F)(F)F.CCOCC (boron trifluoride etherate), [Cl-].[NH4+] (ammonium chloride), BrC1=CC(=CC=C1)C (1-bromo-3-methyl-benzene), [Li]CCCC (nBuLi), C12CCCCC2O1 (7-oxa-bicyclo[4.1.0]heptane). Run in C1CCOC1 (THF). Reaction conditions: temperature -78 celsius, time 30 minute. The product is C1(=C(C=CC=C1)C1C(CCCC1)O)C (2-o-tolyl-cyclohexanol). RXN SMILES: Br[C:2]1[CH:7]=[CH:6][CH:5]=[C:4]([CH3:8])[CH:3]=1.[Li]CCCC.[CH:14]12[O:20][CH:19]1[CH2:18][CH2:17][CH2:16][CH2:15]2.B(F)(F)F.CCOCC.[Cl-].[NH4+]>C1COCC1>[C:4]1([CH3:8])[CH:5]=[CH:6][CH:7]=[CH:2][C:3]=1[CH:18]1[CH2:17][CH2:16][CH2:15][CH2:14][CH:19]1[OH:20] |f:3.4,5.6|. Procedure details: To a solution of 1-bromo-3-methyl-benzene in THF at −78° C., was added dropwise a solution of nBuLi (1.6M in THF, 12.4 ml) and the reaction mixture was stirred at −78° C. for 30 minutes. After such time, 7-oxa-bicyclo[4.1.0]heptane (3.4 g) was added slowly to the reaction mixture followed by the addition of boron trifluoride etherate (2.5 ml). The reaction mixture was stirred at −78° C. for another 2 hours before allowing it to warm up to room temperature. The solution was then treated with solu... The reactants are CO, O, Cc1cc(Nc2nccc(C(F)(F)F)n2)cc(-c2cnc(C3(O)CCC(C(=O)O)C(C)(C)C3)s2)c1, O=S(=O)(O)O. The product is COC(=O)C1CCC(O)(c2ncc(-c3cc(C)cc(Nc4nccc(C(F)(F)F)n4)c3)s2)CC1(C)C. RXN SMILES: [CH3:41][OH:42].[OH2:43].[OH:1][C:2]1([c:13]2[s:14][c:15](-[c:18]3[cH:19][c:20]([CH3:35])[cH:21][c:22]([NH:24][c:25]4[n:26][cH:27][cH:28][c:29]([C:31]([F:32])([F:33])[F:34])[n:30]4)[cH:23]3)[cH:16][n:17]2)[CH2:3][C:4]([CH3:11])([CH3:12])[CH:5]([C:8](=[O:9])[OH:10])[CH2:6][CH2:7]1.[S:36](=[O:37])(=[O:38])([OH:39])[OH:40]>>[OH:1][C:2]1([c:13]2[s:14][c:15](-[c:18]3[cH:19][c:20]([CH3:35])[cH:21][c:22]([NH:24][c:25]4[n:26][cH:27][cH:28][c:29]([C:31]([F:32])([F:33])[F:34])[n:30]4)[cH:23]3)[cH:16][n:17]2)[CH2:3][C:4]([CH3:11])([CH3:12])[CH:5]([C:8]([O:9][CH3:41])=[O:10])[CH2:6][CH2:7]1. Reactants: O (Water), BrC=1C=NC(=NC1)NC(C(=O)NCC#N)CC(C)C (2-[(5-bromo-2-pyrimidinyl)amino]-N-(cyanomethyl)-4-methylpentanamide), C(C)(C)(C)OC(=O)N1CCN(CC1)C1=CC=C(C=C1)B(O)O (4-[4-(tert-butoxycarbonyl)-1-piperazinyl]phenylboronic acid), C([O-])([O-])=O.[Na+].[Na+] (sodium carbonate). Reagents/catalysts: C1=CC=C(C=C1)P([C-]2C=CC=C2)C3=CC=CC=C3.C1=CC=C(C=C1)P([C-]2C=CC=C2)C3=CC=CC=C3.Cl[Pd]Cl.[Fe+2] (PdCl2(dppf)), C1=CC=C(C=C1)P([C-]2C=CC=C2)C3=CC=CC=C3.C1=CC=C(C=C1)P([C-]2C=CC=C2)C3=CC=CC=C3.Cl[Pd]Cl.[Fe+2] (PdCl2(dppf)). The solvent is CN(C)C=O (DMF). Reaction conditions: temperature 90 celsius. The product is C(#N)CNC(=O)C(CC(C)C)NC1=NC=C(C=N1)C1=CC=C(C=C1)N1CCN(CC1)C(=O)OC(C)(C)C (tert-butyl 4-(4-{2-[(1-{[(cyanomethyl)amino]carbonyl}-3-methylbutyl)amino]-5-pyrimidinyl}phenyl)-1-piperazinecarboxylate). Reaction SMILES: Br[C:2]1[CH:3]=[N:4][C:5]([NH:8][CH:9]([CH2:16][CH:17]([CH3:19])[CH3:18])[C:10]([NH:12][CH2:13][C:14]#[N:15])=[O:11])=[N:6][CH:7]=1.[C:20]([O:24][C:25]([N:27]1[CH2:32][CH2:31][N:30]([C:33]2[CH:38]=[CH:37][C:36](B(O)O)=[CH:35][CH:34]=2)[CH2:29][CH2:28]1)=[O:26])([CH3:23])([CH3:22])[CH3:21].C(=O)([O-])[O-].[Na+].[Na+].O>CN(C=O)C.C1C=CC(P(C2C=CC=CC=2)[C-]2C=CC=C2)=CC=1.C1C=CC(P(C2C=CC=CC=2)[C-]2C=CC=C2)=CC=1.Cl[Pd]Cl.[Fe+2]>[C:14]([CH2:13][NH:12][C:10]([CH:9]([NH:8][C:5]1[N:4]=[CH:3][C:2]([C:36]2[CH:35]=[CH:34][C:33]([N:30]3[CH2:29][CH2:28][N:27]([C:25]([O:24][C:20]([CH3:23])([CH3:22])[CH3:21])=[O:26])[CH2:32][CH2:31]3)=[CH:38][CH:37]=2)=[CH:7][N:6]=1)[CH2:16][CH:17]([CH3:19])[CH3:18])=[O:11])#[N:15] |f:2.3.4,7.8.9.10|. Procedure: To 2-[(5-bromo-2-pyrimidinyl)amino]-N-(cyanomethyl)-4-methylpentanamide (123 mg, 0.377 mmol) and 4-[4-(tert-butoxycarbonyl)-1-piperazinyl]phenylboronic acid (140 mg, 0.453 mmol) in DMF (10 mL) under dry nitrogen was added aqueous sodium carbonate (2 M, 0.6 mL, 1.2 mmol) followed by the catalyst PdCl2(dppf) (15 mg, 0.0113 mmol). The reaction was heated to 90° C. for 0.5 hours and more PdCl2(dppf) (15 mg, 0.0113 mmol) was added and the reaction mixture was heated for another 5.5 hours. Water was a...